This data is from the Open Reaction Database (ORD), a public repository of structured organic reaction records. The task is: describe an organic reaction: reactants, conditions, products, and yield The reactants are [OH-].[Na+] (sodium hydroxide), C(C)OC(=O)C1=CNC2=CC(=C(C=C2C1=O)C(CCC)=O)C (6-butyryl-7-methyl-4-oxo-1,4-dihydroquinoline-3-carboxylic acid ethyl ester). Run in C(C)O (ethanol). Product: C(CCC)(=O)C=1C=C2C(C(=CNC2=CC1C)C(=O)O)=O (6-Butyryl-7-methyl-4-oxo-1,4-dihydroquinoline-3-carboxylic acid). As a reaction SMILES: [OH-].[Na+].C([O:5][C:6]([C:8]1[C:17](=[O:18])[C:16]2[C:11](=[CH:12][C:13]([CH3:24])=[C:14]([C:19](=[O:23])[CH2:20][CH2:21][CH3:22])[CH:15]=2)[NH:10][CH:9]=1)=[O:7])C>C(O)C>[C:19]([C:14]1[CH:15]=[C:16]2[C:11](=[CH:12][C:13]=1[CH3:24])[NH:10][CH:9]=[C:8]([C:6]([OH:7])=[O:5])[C:17]2=[O:18])(=[O:23])[CH2:20][CH2:21][CH3:22] |f:0.1|. Reported procedure: A mixture of 300 ml of ethanol and 100 ml of 2N sodium hydroxide solution is added to 50 g of 6-butyryl-7-methyl-4-oxo-1,4-dihydroquinoline-3-carboxylic acid ethyl ester and the mixture is heated to 70° and maintained at that temperature for 1 hour. The ethanol is removed, the remaining mixture is diluted with water and extracted by shaking with ether, and the aqueous phase is separated off and acidified with concentrated hydrochloric acid. The precipitated crude product is filtered off and recr... As a reaction SMILES: [CH3:1][CH:2]1[CH2:3][NH:4][CH2:5][c:6]2[cH:7][cH:8][cH:9][cH:10][c:11]21.[CH:12]([CH3:13])([CH3:14])[O:15][c:16]1[c:17]([C:18](=[O:19])[OH:20])[cH:21][c:22]([S:25](=[O:26])(=[O:27])[CH3:28])[cH:23][cH:24]1>>[CH3:1][CH:2]1[CH2:3][N:4]([C:18]([c:17]2[c:16]([O:15][CH:12]([CH3:13])[CH3:14])[cH:24][cH:23][c:22]([S:25](=[O:26])(=[O:27])[CH3:28])[cH:21]2)=[O:19])[CH2:5][c:6]2[cH:7][cH:8][cH:9][cH:10][c:11]21. Starting materials: CC1CNCc2ccccc21, CC(C)Oc1ccc(S(C)(=O)=O)cc1C(=O)O. Yields the product CC(C)Oc1ccc(S(C)(=O)=O)cc1C(=O)N1Cc2ccccc2C(C)C1. The reactants are C(C)(=O)O[C@@H]1[C@H](OC([C@@H]1OC(C)=O)OC(C)=O)C1=NOC(=C1)CC ((2R,3 R,4R)-4,5-bis(acetyloxy)-2-(5-ethyl isoxazol-3-yl)tetrahydrofuran-3-yl acetate), 1, ClC1=NC(=C2NC=NC2=N1)Cl (2,6-dichloropurine), N12CCCCCC2=NCCC1 (1,8-diazabicyclo[5.4.0]undec-7-ene), FC(S(=O)(=O)O[Si](C)(C)C)(F)F (trimethylsilyl trifluoromethanesulphonate), N12CCCCCC2=NCCC1 (DBU), [Si](C)(C)(C)OS(=O)(=O)C(F)(F)F (TMSOTf). Solvent: C(C)#N (acetonitrile). Conditions: temperature 60 celsius, time 21 hour. Yields the product C(C)(=O)O[C@H]1[C@@H](O[C@@H]([C@H]1OC(C)=O)C1=NOC(=C1)CC)N1C2=NC(=NC(=C2N=C1)Cl)Cl ((2R,3R,4R,5R)4-(acetyloxy)-2-(2,6-dichloro-9H-purin-9-yl)-5-(5-ethylisoxazol-3-yl)tetrahydrofuran-3-yl Acetate). RXN SMILES: [C:1]([O:4][C@H:5]1[C@@H:9]([O:10][C:11](=[O:13])[CH3:12])[CH:8](OC(=O)C)[O:7][C@@H:6]1[C:18]1[CH:22]=[C:21]([CH2:23][CH3:24])[O:20][N:19]=1)(=[O:3])[CH3:2].[Cl:25][C:26]1[N:34]=[C:33]2[C:29]([NH:30][CH:31]=[N:32]2)=[C:28]([Cl:35])[N:27]=1.N12CCCN=C1CCCCC2.FC(F)(F)S(O[Si](C)(C)C)(=O)=O>C(#N)C>[C:11]([O:10][C@@H:9]1[C@H:5]([O:4][C:1](=[O:3])[CH3:2])[C@@H:6]([C:18]2[CH:22]=[C:21]([CH2:23][CH3:24])[O:20][N:19]=2)[O:7][C@H:8]1[N:32]1[CH:31]=[N:30][C:29]2[C:33]1=[N:34][C:26]([Cl:25])=[N:27][C:28]=2[Cl:35])(=[O:13])[CH3:12]. Procedure: (2R,3 R,4R)-4,5-bis(acetyloxy)-2-(5-ethyl isoxazol-3-yl)tetrahydrofuran-3-yl acetate isomer 1 (193 mg) was dissolved in acetonitrile (5 ml) and treated sequentially with 2,6-dichloropurine (213 mg), 1,8-diazabicyclo[5.4.0]undec-7-ene (DBU) (0.186 ml) and trimethylsilyl trifluoromethanesulphonate (TMSOTf) (0.225 ml) via a syringe over 5 min. The clear yellow solution was stirred at 22° C. for 40 h, at 60° C. for 21 h, and at 80° C. for 6 h. The mixture was cooled to room temperature and more DBU ... The reactants are C(#N)C1=CC=C2C=3C(C4=C(C(C3NC2=C1)(C)C)C=C(C=C4)OS(=O)(=O)C(F)(F)F)=O (Trifluoro-methanesulfonic acid 3-cyano-6,6-dimethyl-11-oxo-6,11-dihydro-5H-benzo[b]carbazol-8-yl ester), N1(CCCC1)C1CCNCC1 (4-pyrrolidin-1-yl-piperidine). Yields the product CC1(C2=C(C(C=3C4=CC=C(C=C4NC13)C#N)=O)C=CC(=C2)N2CCC(CC2)N2CCCC2)C (6,6-Dimethyl-11-oxo-8-(4-pyrrolidin-1-yl-piperidin-1-yl)-6,11-dihydro-5H-benzo[b]carbazole-3-carbonitrile). Reaction SMILES: [C:1]([C:3]1[CH:15]=[C:14]2[C:6]([C:7]3[C:8](=[O:30])[C:9]4[CH:21]=[CH:20][C:19](OS(C(F)(F)F)(=O)=O)=[CH:18][C:10]=4[C:11]([CH3:17])([CH3:16])[C:12]=3[NH:13]2)=[CH:5][CH:4]=1)#[N:2].[N:31]1([CH:36]2[CH2:41][CH2:40][NH:39][CH2:38][CH2:37]2)[CH2:35][CH2:34][CH2:33][CH2:32]1>>[CH3:16][C:11]1([CH3:17])[C:12]2[NH:13][C:14]3[C:6](=[CH:5][CH:4]=[C:3]([C:1]#[N:2])[CH:15]=3)[C:7]=2[C:8](=[O:30])[C:9]2[CH:21]=[CH:20][C:19]([N:39]3[CH2:40][CH2:41][CH:36]([N:31]4[CH2:35][CH2:34][CH2:33][CH2:32]4)[CH2:37][CH2:38]3)=[CH:18][C:10]1=2. Procedure details: Under the same conditions as the method for synthesizing Compound B2-1, the title compound was prepared from Compound B1 and 4-pyrrolidin-1-yl-piperidine.